Dataset: the Open Reaction Database (ORD), a public repository of structured organic reaction records. Task: describe an organic reaction: reactants, conditions, products, and yield Reactants: [N+](=O)([O-])C1=CC2=C(N=C(S2)NC(C2CCNCC2)=O)C=C1 (N-(6-nitrobenzothiazol-2-yl)isonipecotamide), C1(=CC=C(C=C1)S(=O)(=O)Cl)C (p-toluenesulfonoyl chloride), ice water, [OH-].[Na+] (sodium hydroxide). Run in CN(C=O)C (dimethylformamide). Conditions: temperature 110 celsius. The product is [N+](=O)([O-])C1=CC2=C(N=C(S2)N2CCC(CC2)C#N)C=C1 (N-(6-Nitrobenzothiazol-2-yl)-4-cyanopiperidine). Isolated yield 85.0%. RXN SMILES: [N+:1]([C:4]1[CH:21]=[CH:20][C:7]2[N:8]=[C:9]([NH:11][C:12](=O)[CH:13]3[CH2:18][CH2:17][NH:16]CC3)[S:10][C:6]=2[CH:5]=1)([O-:3])=[O:2].[C:22]1(C)C=CC(S(Cl)(=O)=O)=C[CH:23]=1.[OH-].[Na+]>CN(C)C=O>[N+:1]([C:4]1[CH:21]=[CH:20][C:7]2[N:8]=[C:9]([N:11]3[CH2:12][CH2:13][CH:18]([C:17]#[N:16])[CH2:23][CH2:22]3)[S:10][C:6]=2[CH:5]=1)([O-:3])=[O:2] |f:2.3|. Procedure details: 75 g of the N-(6-nitrobenzothiazol-2-yl)isonipecotamide obtained in the Preparation Example 12 was dissolved in 700 ml of dimethylformamide. 50 g of p-toluenesulfonoyl chloride was added to the solution and the mixture was heated at 110° C. for 20 min, poured into ice/water and neutralized with sodium hydroxide. The formed precipitates were recovered by filtration, washed with water and then with ether, and dried to give 60 g of the titled compound. Starting materials: crude product, C(C)(C)(C)OC(N(C)CCCN)=O (N-(3-aminopropyl)-N-methylcarbamic acid tert-butyl ester), COC(=O)C1=CC=C(C=C1)C=1C([C@@H]2CC[C@]3([C@@]4(CC[C@@]5([C@@H]([C@H]4CC[C@@H]3[C@]2(CC1)C)[C@@H](CC5)C(=C)C)C(=O)O)C)C)(C)C ((1R,3aS,5aR,5bR,7aR,11aS,11bR,13aR,13bR)-9-(4-(methoxycarbonyl)phenyl)-5a,5b,8,8,11a-pentamethyl-1-(prop-1-en-2-yl)-2,3,3a,4,5,5a,5b,6,7,7a,8,11,11a,11b,12,13,13a,13b-octadecahydro-1H-cyclopenta[a]chrysene-3a-carboxylic acid), C(C(=O)Cl)(=O)Cl (oxalyl chloride). Run in ClCCCl (DCE), O (water). Conditions: time 3 hour. The product is C(C)(C)(C)OC(=O)N(CCCNC(=O)[C@]12[C@@H]([C@H]3CC[C@@H]4[C@]5(CC=C(C([C@@H]5CC[C@]4([C@@]3(CC1)C)C)(C)C)C1=CC=C(C(=O)OC)C=C1)C)[C@@H](CC2)C(=C)C)C (methyl 4-((1R,3aS,5aR,5bR,7aR,11aS,11bR,13aR,13bR)-3a-(3-(tert-butoxycarbonyl(methyl)amino)propylcarbamoyl)-5a,5b,8,8,11a-pentamethyl-1-(prop-1-en-2-yl)-2,3,3a,4,5,5a,5b,6,7,7a,8,11,11a,11b,12,13,13a,13b-octadecahydro-1H-cyclopenta[a]chrysen-9-yl)benzoate). Isolated yield 93.7%. As a reaction SMILES: [CH3:1][O:2][C:3]([C:5]1[CH:10]=[CH:9][C:8]([C:11]2[C:12]([CH3:42])([CH3:41])[C@H:13]3[C@:26]([CH3:29])([CH2:27][CH:28]=2)[C@@H:25]2[C@:16]([CH3:40])([C@@:17]4([CH3:39])[C@H:22]([CH2:23][CH2:24]2)[C@H:21]2[C@H:30]([C:33]([CH3:35])=[CH2:34])[CH2:31][CH2:32][C@:20]2([C:36](O)=[O:37])[CH2:19][CH2:18]4)[CH2:15][CH2:14]3)=[CH:7][CH:6]=1)=[O:4].C(Cl)(=O)C(Cl)=O.[C:49]([O:53][C:54](=[O:61])[N:55]([CH2:57][CH2:58][CH2:59][NH2:60])[CH3:56])([CH3:52])([CH3:51])[CH3:50]>ClCCCl.O>[C:49]([O:53][C:54]([N:55]([CH3:56])[CH2:57][CH2:58][CH2:59][NH:60][C:36]([C@:20]12[CH2:32][CH2:31][C@@H:30]([C:33]([CH3:35])=[CH2:34])[C@@H:21]1[C@@H:22]1[C@@:17]([CH3:39])([CH2:18][CH2:19]2)[C@@:16]2([CH3:40])[C@@H:25]([C@:26]3([CH3:29])[C@@H:13]([CH2:14][CH2:15]2)[C:12]([CH3:42])([CH3:41])[C:11]([C:8]2[CH:7]=[CH:6][C:5]([C:3]([O:2][CH3:1])=[O:4])=[CH:10][CH:9]=2)=[CH:28][CH2:27]3)[CH2:24][CH2:23]1)=[O:37])=[O:61])([CH3:52])([CH3:50])[CH3:51]. Procedure details: To a flask containing (1R,3aS,5aR,5bR,7aR,11aS,11bR,13aR,13bR)-9-(4-(methoxycarbonyl)phenyl)-5a,5b,8,8,11a-pentamethyl-1-(prop-1-en-2-yl)-2,3,3a,4,5,5a,5b,6,7,7a,8,11,11a,11b,12,13,13a,13b-octadecahydro-1H-cyclopenta[a]chrysene-3a-carboxylic acid (0.1 g, 0.175 mmol) was added oxalyl chloride (2M in DCM) (3 mL, 6.00 mmol). The mixture bubbled vigorously for several minutes, then bubbling ceased and the clear solution was stirred at rt for 3 h. The mixture was concentrated under reduced pressure. ... The reactants are C(C)OC(CC=1SC2=C(N1)C=CC(=C2)C(=O)OC(C)(C)C)=O (tert-Butyl 2-(2-ethoxy-2-oxoethyl)benzo[d]thiazole-6-carboxylate), NN (hydrazine). Solvent: CO (methanol). Reaction conditions: time 16 hour. Yields the product N(N)C(CC=1SC2=C(N1)C=CC(=C2)C(=O)OC(C)(C)C)=O (tert-Butyl 2-(2-hydrazinyl-2-oxoethyl)benzo[d]thiazole-6-carboxylate). The yield is 86.8%. Reaction SMILES: C([O:3][C:4](=O)[CH2:5][C:6]1[S:7][C:8]2[CH:14]=[C:13]([C:15]([O:17][C:18]([CH3:21])([CH3:20])[CH3:19])=[O:16])[CH:12]=[CH:11][C:9]=2[N:10]=1)C.[NH2:23][NH2:24]>CO>[NH:23]([C:4](=[O:3])[CH2:5][C:6]1[S:7][C:8]2[CH:14]=[C:13]([C:15]([O:17][C:18]([CH3:21])([CH3:20])[CH3:19])=[O:16])[CH:12]=[CH:11][C:9]=2[N:10]=1)[NH2:24]. Reported procedure: To a solution of Compound 188b (480 mg, 1.5 mmol) in methanol (15 mL) was added anhydrous hydrazine (0.19 mL, 6.0 mmol) and the mixture stirred for 16 h. The resulting precipitate was filtered, washed with three volumes of methanol and dried in vacuo to afford Compound 188c (400 mg, 87%) as white powder. LCMS=1.64 min using analytical method (B), 308.0 (M+H). 1H NMR (400 MHz, CD3OD) δ 8.59 (d, J=1.1 Hz, 1H), 8.08 (dd, J=8.6, 1.8 Hz, 1H), 8.02-7.97 (m, 1H), 1.63 (s, 9H). Reactants: FC1=C(C=CC(=C1)F)C1=C(C(=NO1)O)C(C)C (5-(2,4-Difluorophenyl)-3-hydroxy-4-isopropylisoxazole), C(C)(C)(C)OC(=O)NCCO (2-(N-tert-butoxycarbonylamino)ethanol). The product is C(C)(C)(C)OC(=O)NCCOC1=NOC(=C1C(C)C)C1=C(C=C(C=C1)F)F (3-(2-(N-tert-Butoxycarbonylamino)ethoxy)-5-(2,4-difluorophenyl)-4-isopropylisoxazole). The yield is 78.2%. As a reaction SMILES: [F:1][C:2]1[CH:7]=[C:6]([F:8])[CH:5]=[CH:4][C:3]=1[C:9]1[O:13][N:12]=[C:11]([OH:14])[C:10]=1[CH:15]([CH3:17])[CH3:16].[C:18]([O:22][C:23]([NH:25][CH2:26][CH2:27]O)=[O:24])([CH3:21])([CH3:20])[CH3:19]>>[C:18]([O:22][C:23]([NH:25][CH2:26][CH2:27][O:14][C:11]1[C:10]([CH:15]([CH3:17])[CH3:16])=[C:9]([C:3]2[CH:4]=[CH:5][C:6]([F:8])=[CH:7][C:2]=2[F:1])[O:13][N:12]=1)=[O:24])([CH3:21])([CH3:20])[CH3:19]. Reported procedure: 5-(2,4-Difluorophenyl)-3-hydroxy-4-isopropylisoxazole (0.2 g) and 2-(N-tert-butoxycarbonylamino)ethanol (0.16 g) were subjected to reaction and post-treatment in a similar manner to that described in Example 1(a) to obtain the title compound (0.25 g, 78%) as a colorless powder. The reactants are C(=O)([O-])[O-].[K+].[K+] (K2CO3), C1=CC=C(C=C1)P(CCCP(C2=CC=CC=C2)C3=CC=CC=C3)C4=CC=CC=C4 (1,3-bis(diphenylphosphine)propane), ClC1=NN=C(C2=CC=C(C=C12)OC)CC1=C(C=NC=C1Cl)Cl (4-chloro-1-(3,5-dichloro-pyridin-4-ylmethyl)-6-methoxy-phthalazine), O (water). The reagents and catalysts are C(C)(=O)[O-].[Pd+2].C(C)(=O)[O-] (palladium acetate). The solvent is CS(=O)C.CO (DMSO CH3OH). Run at temperature 50 celsius. The product is COC(=O)C1=NN=C(C2=CC=C(C=C12)OC)CC1=C(C=NC=C1Cl)Cl (4-(3,5-Dichloro-pyridin-4-ylmethyl)-7-methoxy-phthalazin-1-carboxylic acid methyl ester). Isolated yield 726.4%. As a reaction SMILES: Cl[C:2]1[C:11]2[C:6](=[CH:7][CH:8]=[C:9]([O:12][CH3:13])[CH:10]=2)[C:5]([CH2:14][C:15]2[C:20]([Cl:21])=[CH:19][N:18]=[CH:17][C:16]=2[Cl:22])=[N:4][N:3]=1.[C:23]([O-:26])([O-])=[O:24].[K+].[K+].[CH:29]1C=CC(P(C2C=CC=CC=2)CCCP(C2C=CC=CC=2)C2C=CC=CC=2)=CC=1.O>CS(C)=O.CO.C([O-])(=O)C.[Pd+2].C([O-])(=O)C>[CH3:29][O:26][C:23]([C:2]1[C:11]2[C:6](=[CH:7][CH:8]=[C:9]([O:12][CH3:13])[CH:10]=2)[C:5]([CH2:14][C:15]2[C:20]([Cl:21])=[CH:19][N:18]=[CH:17][C:16]=2[Cl:22])=[N:4][N:3]=1)=[O:24] |f:1.2.3,6.7,8.9.10|. Procedure: A suspension of 4-chloro-1-(3,5-dichloro-pyridin-4-ylmethyl)-6-methoxy-phthalazine (9.7 g, 27 mmoles), prepared as described in example 45, in DMSO/CH3OH (80/40 ml) was added with K2CO3 (7.4 g, 54 mmoles), palladium acetate (0.31 g, 1.4 mmoles) and 1,3-bis(diphenylphosphine)propane (0.75 g, 1.82 mmoles). The mixture was placed in autoclave under CO atmosphere (8 bar) and heated at 50° C. After 4 hours the mixture was poured into water (10 volumes) and extracted four times with ethyl acetate. The... The solvent is CO (methanol). Run at time 17 hour. As a reaction SMILES: [CH2:1]=[CH:2][CH2:3][N:4]1[C@@H:21]2[CH2:22][C:9]3[CH:10]=[CH:11][C:12]([OH:24])=[C:13]4[O:14][C@H:15]5[C:16]([CH2:18][CH2:19][C@:20]2([OH:23])[C@:7]5([C:8]=34)[CH2:6][CH2:5]1)=O.Cl.Cl.CN.[C:29]([BH3-])#[N:30].[Na+].Cl>CO>[CH2:3]([N:4]1[CH2:5][CH2:6][C@:7]23[C:8]4[C:13]5[O:14][C@H:15]2[C@@H:16]([NH:30][CH3:29])[CH2:18][CH2:19][C@@:20]3([OH:23])[C@H:21]1[CH2:22][C:9]=4[CH:10]=[CH:11][C:12]=5[OH:24])[CH:2]=[CH2:1].[CH2:3]([N:4]1[CH2:5][CH2:6][C@:7]23[C:8]4[C:13]5[O:14][C@H:15]2[C@H:16]([NH:30][CH3:29])[CH2:18][CH2:19][C@@:20]3([OH:23])[C@H:21]1[CH2:22][C:9]=4[CH:10]=[CH:11][C:12]=5[OH:24])[CH:2]=[CH2:1] |f:0.1,2.3,4.5|. Product: C(C=C)N1[C@H]2[C@@]3(CC[C@@H]([C@H]4[C@@]3(C=3C(=C(C=CC3C2)O)O4)CC1)NC)O (17-Allyl-3,14β-dihydroxy-4,5α-epoxy-6α-methylaminomorphinan), C(C=C)N1[C@H]2[C@@]3(CC[C@H]([C@H]4[C@@]3(C=3C(=C(C=CC3C2)O)O4)CC1)NC)O (17-Allyl-3,14β-dihydroxy-4,5α-epoxy-6β-methylaminomorphinan). Reactants: C(#N)[BH3-].[Na+] (sodium cyanoborohydride), Cl (hydrochloric acid), C=CCN1CC[C@]23C4=C5C=CC(=C4O[C@H]2C(=O)CC[C@]3([C@H]1C5)O)O.Cl (Naloxone hydrochloride), Cl.CN (methylamine hydrochloride). Yield: 24.0%. Procedure: Naloxone hydrochloride (3.0 g), methylamine hydrochloride (5.57 g) and sodium cyanoborohydride (0.33 g) were suspended in anhydrous methanol (40 ml) and stirred for 17 hours at room temperature. After addition of concentrated hydrochloric acid (1.0 ml) and removal of solvent by distillation, distilled water (50 ml) was added followed by washing with chloroform (20 ml). Saturated aqueous sodium bicarbonate (10 ml) was added to make the solution basic followed by extraction with chloroform (30 ml×...